This data is from the Open Reaction Database (ORD), a public repository of structured organic reaction records. The task is: describe an organic reaction: reactants, conditions, products, and yield The reactants are ClC=1SC2=C(N1)C=CC(=C2)Cl (2,6-dichlorobenzothiazole), BrC1=CC=C(N)C=C1 (4-bromoaniline), Cl (HCl), O1CCOCC1 (dioxane). Solvent: C(CCC)O (n-butanol). Run at temperature 65 celsius. Product: BrC1=CC=C(C=C1)NC=1SC2=C(N1)C=CC(=C2)Cl (N-(4-bromophenyl)-6-chloro-1,3-benzothiazol-2-amine). As a reaction SMILES: Cl[C:2]1[S:3][C:4]2[CH:10]=[C:9]([Cl:11])[CH:8]=[CH:7][C:5]=2[N:6]=1.[Br:12][C:13]1[CH:19]=[CH:18][C:16]([NH2:17])=[CH:15][CH:14]=1.Cl.O1CCOCC1>C(O)CCC>[Br:12][C:13]1[CH:19]=[CH:18][C:16]([NH:17][C:2]2[S:3][C:4]3[CH:10]=[C:9]([Cl:11])[CH:8]=[CH:7][C:5]=3[N:6]=2)=[CH:15][CH:14]=1. Procedure details: A mixture of 2,6-dichlorobenzothiazole (0.71 g, 3.5 mmol) and 4-bromoaniline (0.61 g, 3.5 mmol) in n-butanol (6 mL) was heated at 60-70° C. under nitrogen to obtain a solution, to which 4 M HCl in dioxane (0.43 mL, 1.73 mmol) was then slowly added dropwise. The reaction mixture was then heated at 90° C. for 18 h. Upon cooling to rt, the reaction mixture was concentrated under reduced pressure. The resulting solid was triturated with ethanol and collected by filtration. This yielded 1.09 g (93%) ... The reactants are COC=1C=C2CC(N(C2=CC1)S(=O)(=O)C1=CC=C(C=C1)C)CN1CCC(CC1)(O)CC1=CC=C(C=C1)C ((RS)-1-[5-methoxy-1-(toluene-4-sulfonyl)-2,3-dihydro-1H-indol-2-ylmethyl]-4-(4-methyl-benzyl)-piperidin-4-ol), [H-].COCCO[Al+]OCCOC.[Na+].[H-] (sodium bis(2-methoxy-ethoxy) aluminium hydride), [OH-].[Na+] (NaOH). Run in C1(=CC=CC=C1)C (toluene). Yields the product COC=1C=C2CC(NC2=CC1)CN1CCC(CC1)(O)CC1=CC=C(C=C1)C ((RS)-1-(5-methoxy-2,3-dihydro-1H-indol-2-ylmethyl)-4-(4-methyl-benzyl)-piperidin-4-ol). Isolated yield 75.2%. As a reaction SMILES: [CH3:1][O:2][C:3]1[CH:4]=[C:5]2[C:9](=[CH:10][CH:11]=1)[N:8](S(C1C=CC(C)=CC=1)(=O)=O)[CH:7]([CH2:22][N:23]1[CH2:28][CH2:27][C:26]([CH2:30][C:31]3[CH:36]=[CH:35][C:34]([CH3:37])=[CH:33][CH:32]=3)([OH:29])[CH2:25][CH2:24]1)[CH2:6]2.[H-].COCCO[Al+]OCCOC.[Na+].[H-].[OH-].[Na+]>C1(C)C=CC=CC=1>[CH3:1][O:2][C:3]1[CH:4]=[C:5]2[C:9](=[CH:10][CH:11]=1)[NH:8][CH:7]([CH2:22][N:23]1[CH2:28][CH2:27][C:26]([CH2:30][C:31]3[CH:32]=[CH:33][C:34]([CH3:37])=[CH:35][CH:36]=3)([OH:29])[CH2:25][CH2:24]1)[CH2:6]2 |f:1.2.3.4,5.6|. Reported procedure: To a solution of (RS)-1-[5-methoxy-1-(toluene-4-sulfonyl)-2,3-dihydro-1H-indol-2-ylmethyl]-4-(4-methyl-benzyl)-piperidin-4-ol (300 mg, 0.576 mmol) in toluene (15 ml) was added sodium bis(2-methoxy-ethoxy) aluminium hydride (3.5 M in THF) (0.66 ml, 2.31 mmol), and the mixture refluxed 18 hr. After cooling, 2N NaOH was added to pH 14, the mixture was extracted with EtOAc (3x 25ml) and the combined extracts washed with satd. NaCl (25 ml), dried with (Na2SO4) then filtered and evaporated. The residu... Reactants: COC(=O)c1ccccc1N1CCN(Cc2ccccc2)CC1, C1CCOC1, [Li+], [OH-], O. The product is O=C(O)c1ccccc1N1CCN(Cc2ccccc2)CC1. Reaction SMILES: [CH2:1]([c:2]1[cH:3][cH:4][cH:5][cH:6][cH:7]1)[N:8]1[CH2:9][CH2:10][N:11]([c:14]2[c:15]([C:16](=[O:17])[O:18][CH3:19])[cH:20][cH:21][cH:22][cH:23]2)[CH2:12][CH2:13]1.[CH2:26]1[O:27][CH2:28][CH2:29][CH2:30]1.[Li+:25].[OH-:24].[OH2:31]>>[CH2:1]([c:2]1[cH:3][cH:4][cH:5][cH:6][cH:7]1)[N:8]1[CH2:9][CH2:10][N:11]([c:14]2[c:15]([C:16](=[O:17])[OH:18])[cH:20][cH:21][cH:22][cH:23]2)[CH2:12][CH2:13]1. Solvent: CN(C)C=O (DMF), CN(C)C=O (DMF). RXN SMILES: Cl[CH2:2][O:3][C:4](=[O:6])[CH3:5].[C:7]([NH:10][C:11]1[C:12]([I:27])=[C:13]([N:22]([C:24](=[O:26])[CH3:25])[CH3:23])[C:14]([I:21])=[C:15]([C:18]([O-:20])=[O:19])[C:16]=1[I:17])(=[O:9])[CH3:8].[Cs+].[I-].[Na+]>CN(C=O)C>[C:7]([NH:10][C:11]1[C:12]([I:27])=[C:13]([N:22]([C:24](=[O:26])[CH3:25])[CH3:23])[C:14]([I:21])=[C:15]([C:18]([O:20][CH2:2][O:3][C:4](=[O:6])[CH3:5])=[O:19])[C:16]=1[I:17])(=[O:9])[CH3:8] |f:1.2,3.4|. Procedure: Chloromethylacetate (Neuenschwander, Markus et. al., Helv. Chim. Acta, 61 (1978) 2047) (2.30 g, 21.2 mmol) in dry DMF (100 ml) is added dropwise at 50° C. to a solution of cesium 5-(N-acetylamino)-3-(N-acetyl-N-methylamino)-2,4,6-triiodobenzenecarboxylate (13.4 g, 17.7 mmol) and sodium iodide (133 mg, 0.89 mmol) in dry DMF (210 ml). The precipitate is removed by filtration after stirring for 21 hours and the solvent is removed at reduced pressure. The residue is dissolved in chloroform (200 ml) ... The reactants are ClCOC(C)=O (Chloromethylacetate), C(C)(=O)NC=1C(=C(C(=C(C1I)C(=O)[O-])I)N(C)C(C)=O)I.[Cs+] (cesium 5-(N-acetylamino)-3-(N-acetyl-N-methylamino)-2,4,6-triiodobenzenecarboxylate), [I-].[Na+] (sodium iodide). Conditions: time 21 hour. The product is C(C)(=O)NC=1C(=C(C(=C(C1I)C(=O)OCOC(C)=O)I)N(C)C(C)=O)I (Acetyloxvmethyl 5-(N-acetylamino)-3-(N-acetyl-N-methylamino)-2,4,6-triiodobenzenecarboxylate). Starting materials: O=C([O-])[O-], CC(O)c1ccc(B2OC(C)(C)C(C)(C)O2)cc1Cl, COc1cnc2c(NCc3nnc4ccc(Cl)nn34)ccnc2c1, [Cs+], [Cs+], C1COCCO1, O. The product is COc1cnc2c(NCc3nnc4ccc(-c5ccc(C(C)O)c(Cl)c5)nn34)ccnc2c1. Reaction SMILES: [C:44](=[O:45])([O-:46])[O-:47].[Cl:1][c:2]1[c:3]([CH:17]([CH3:18])[OH:19])[cH:4][cH:5][c:6]([B:8]2[O:9][C:10]([CH3:11])([CH3:12])[C:13]([CH3:14])([CH3:15])[O:16]2)[cH:7]1.[Cl:20][c:21]1[cH:22][cH:23][c:24]2[n:25]([n:26]1)[c:27]([CH2:30][NH:31][c:32]1[cH:33][cH:34][n:35][c:36]3[cH:37][c:38]([O:42][CH3:43])[cH:39][n:40][c:41]13)[n:28][n:29]2.[Cs+:48].[Cs+:49].[O:50]1[CH2:51][CH2:52][O:53][CH2:54][CH2:55]1.[OH2:56]>>[Cl:1][c:2]1[c:3]([CH:17]([CH3:18])[OH:19])[cH:4][cH:5][c:6](-[c:21]2[cH:22][cH:23][c:24]3[n:25]([n:26]2)[c:27]([CH2:30][NH:31][c:32]2[cH:33][cH:34][n:35][c:36]4[cH:37][c:38]([O:42][CH3:43])[cH:39][n:40][c:41]24)[n:28][n:29]3)[cH:7]1. Reactants: CC(C)(C)C(=O)Oc2c1ccccc1cc3ccccc23 (substrate), OB(O)c2cc1ccccc1o2 (effective_coupling_partner). The reagents and catalysts are PCy3. Run at temperature 120 celsius, time 24 hour. The product is c5ccc4oc(c2c1ccccc1cc3ccccc23)cc4c5. Reactants: N1CCC(CC1)C(=O)N (Piperidine-4-carboxamide), S(=O)(Cl)Cl (Thionyl chloride), diluted solution. Conditions: time 30 minute. The product is C(#N)C1CCNCC1 (4-cyanopiperidine), N1CCC(CC1)C(=O)N (Piperidine-4-carboxamide). Yield: 94.8%. Reaction SMILES: S(Cl)(Cl)=O.[NH:5]1[CH2:10][CH2:9][CH:8]([C:11]([NH2:13])=[O:12])[CH2:7][CH2:6]1>>[C:11]([CH:8]1[CH2:9][CH2:10][NH:5][CH2:6][CH2:7]1)#[N:13].[NH:5]1[CH2:10][CH2:9][CH:8]([C:11]([NH2:13])=[O:12])[CH2:7][CH2:6]1. Procedure details: Thionyl chloride 232 gm (molar ratio thionyl chloride: piperidine-4-carboxamide is 2.53:1) is taken in a 500 ml four-necked reaction flask, fitted with glass agitator and a condenser. A vent is provided at the condenser top passing through a 10% diluted solution of caustic lye to neutralize the vent gases. Piperidine-4-carboxamide 100 gm is added lot wise with continuous stirring over a period of 30 minutes, temperature increased from 32° to 65° C. due to the exothermicity of the reaction. The r...